From a dataset of the Open Reaction Database (ORD), a public repository of structured organic reaction records. describe an organic reaction: reactants, conditions, products, and yield The reactants are ClCCl, CCN(C(C)C)C(C)C, Fc1ccccc1, NCC1CC1, O=S(=O)(Cl)Cl. Product: O=S(=O)(NCC1CC1)c1ccc(F)cc1. RXN SMILES: [CH2:27]([Cl:28])[Cl:29].[CH:6]([N:7]([CH:8]([CH3:9])[CH3:10])[CH2:11][CH3:12])([CH3:13])[CH3:14].[F:20][c:21]1[cH:22][cH:23][cH:24][cH:25][cH:26]1.[NH2:1][CH2:2][CH:3]1[CH2:4][CH2:5]1.[S:15](=[O:16])(=[O:17])([Cl:18])[Cl:19]>>[NH:1]([CH2:2][CH:3]1[CH2:4][CH2:5]1)[S:15](=[O:16])(=[O:17])[c:24]1[cH:23][cH:22][c:21]([F:20])[cH:26][cH:25]1. The reactants are N1=CC(=CC=C1)OC1=C(N)C=C(C=C1)C(F)(F)F (2-(pyridin-3-yloxy)-5-(trifluoromethyl)aniline), N1=CC=CC=C1 (pyridine), ClC(=O)OC1=CC=CC=C1 (phenyl chloroformate). Run in C1CCOC1 (THF). Run at temperature 0 celsius, time 5 minute. Product: N1=CC(=CC=C1)OC1=C(C=C(C=C1)C(F)(F)F)NC(OC1=CC=CC=C1)=O (Phenyl 2-(pyridin-3-yloxy)-5-(trifluoromethyl)phenylcarbamate). As a reaction SMILES: [N:1]1[CH:6]=[CH:5][CH:4]=[C:3]([O:7][C:8]2[CH:14]=[CH:13][C:12]([C:15]([F:18])([F:17])[F:16])=[CH:11][C:9]=2[NH2:10])[CH:2]=1.N1C=CC=CC=1.Cl[C:26]([O:28][C:29]1[CH:34]=[CH:33][CH:32]=[CH:31][CH:30]=1)=[O:27]>C1COCC1>[N:1]1[CH:6]=[CH:5][CH:4]=[C:3]([O:7][C:8]2[CH:14]=[CH:13][C:12]([C:15]([F:17])([F:16])[F:18])=[CH:11][C:9]=2[NH:10][C:26](=[O:27])[O:28][C:29]2[CH:34]=[CH:33][CH:32]=[CH:31][CH:30]=2)[CH:2]=1. Procedure: A yellow solution of 2-(pyridin-3-yloxy)-5-(trifluoromethyl)aniline (263 mg, 1.035 mmol) and pyridine (108 μL, 1.341 mmol) in dry THF (8 mL) was treated dropwise with phenyl chloroformate (156 μL, 1.242 mmol) during 5 min at 0° C. The resulting suspension yellow suspension was stirred at 0° C. for an additional 5 min and then allowed to warm up to room temperature and stirred for 3 h. The yellow suspension was filtered over cotton, washed with Et2O and diluted with EtOAc. The yellow solution was... The reactants are C1(CCCC1)=O (cyclopentanone), C(CCCCC)=O (n-hexanal), C1(CCCC1)=O (cyclopentanone). Reagents/catalysts: [Pd] (palladium on alumina), pulverulent catalyst. The product is C(CCCCC)C1C(CCC1)=O (2-hexylcyclopentanone). Yield: 81.9%. RXN SMILES: [C:1]1(=[O:6])[CH2:5][CH2:4][CH2:3][CH2:2]1.[CH:7](=O)[CH2:8][CH2:9][CH2:10][CH2:11][CH3:12]>[Pd]>[CH2:7]([CH:2]1[CH2:3][CH2:4][CH2:5][C:1]1=[O:6])[CH2:8][CH2:9][CH2:10][CH2:11][CH3:12]. Procedure: A mixture of 1008 g (12 moles) of cyclopentanone, 800 g (8 moles) of n-hexanal and 80 g of a pulverulent catalyst containing 0.5% by weight of palladium on alumina was hydrogenated in an autoclave at 140° C. and under a hydrogen pressure of 70 bar until the pressure remained constant (about 15 hours), the procedure used being similar to that described in Example 1. The catalyst was separated off and the mixture discharged from the reactor was then distilled directly. 294 g (3.5 moles) of cyclope... Starting materials: O=C(O)Cc1cc(Cl)ccc1Oc1ccccc1, O. Yields the product O=C1Cc2cc(Cl)ccc2Oc2ccccc21. Reaction SMILES: [Cl:1][c:2]1[cH:3][cH:4][c:5]([O:12][c:13]2[cH:14][cH:15][cH:16][cH:17][cH:18]2)[c:6]([CH2:8][C:9](=[O:10])[OH:11])[cH:7]1.[OH2:19]>>[Cl:1][c:2]1[cH:3][cH:4][c:5]2[c:6]([cH:7]1)[CH2:8][C:9](=[O:11])[c:14]1[c:13]([cH:18][cH:17][cH:16][cH:15]1)[O:12]2. The reactants are OCCBr, C(=NC1CCCCC1)=NC1CCCCC1, CN(C)c1ccncc1, ClCCl, O=C(O)c1ccccc1. Product: O=C(OCCBr)c1ccccc1. RXN SMILES: [Br:10][CH2:11][CH2:12][OH:13].[CH2:14]1[CH2:15][CH2:16][CH:17]([N:18]=[C:19]=[N:20][CH:21]2[CH2:22][CH2:23][CH2:24][CH2:25][CH2:26]2)[CH2:27][CH2:28]1.[CH3:32][N:33]([CH3:34])[c:35]1[cH:36][cH:37][n:38][cH:39][cH:40]1.[Cl:29][CH2:30][Cl:31].[OH:1][C:2](=[O:3])[c:4]1[cH:5][cH:6][cH:7][cH:8][cH:9]1>>[O:1]([C:2](=[O:3])[c:4]1[cH:5][cH:6][cH:7][cH:8][cH:9]1)[CH2:12][CH2:11][Br:10]. RXN SMILES: [CH3:27][CH2:28][OH:29].[ClH:25].[Fe:26].[N+:1]([O-:2])(=[O:3])[c:4]1[c:5]([NH2:24])[c:6]([C:20]([F:21])([F:22])[F:23])[cH:7][c:8](-[c:10]2[c:11]([C:16]([F:17])([F:18])[F:19])[cH:12][cH:13][cH:14][cH:15]2)[cH:9]1>>[NH2:1][c:4]1[c:5]([NH2:24])[c:6]([C:20]([F:21])([F:22])[F:23])[cH:7][c:8](-[c:10]2[c:11]([C:16]([F:17])([F:18])[F:19])[cH:12][cH:13][cH:14][cH:15]2)[cH:9]1. The reactants are CCO, Cl, [Fe], Nc1c([N+](=O)[O-])cc(-c2ccccc2C(F)(F)F)cc1C(F)(F)F. Product: Nc1cc(-c2ccccc2C(F)(F)F)cc(C(F)(F)F)c1N.